This data is from the Open Reaction Database (ORD), a public repository of structured organic reaction records. The task is: describe an organic reaction: reactants, conditions, products, and yield The reactants are C(C)(C)(C)C1=CC=C(C=C1)S(=O)(=O)NC1=NC=NC(=C1OC1=CC(=CC=C1)OC)NCCO (4-tert-butyl-N-{6-(2-hydroxyethylamino)-5-(3-methoxyphenoxy)pyrimidin-4-yl}benzenesulfonamide), [H-].[Na+] (sodium hydride), [Cl-].[NH4+] (ammonium chloride), ClC1=NC=CC=N1 (2-chloropyrimidine). Solvent: CC(=O)N(C)C (dimethylacetamide). Reaction conditions: time 8 hour. The product is C(C)(C)(C)C1=CC=C(C=C1)S(=O)(=O)NC1=NC=NC(=C1OC1=CC(=CC=C1)OC)NCCOC1=NC=CC=N1 (4-tert-butyl-N-[5-(3-methoxyphenoxy)-6-{2-(pyrimidin-2-yloxy)ethylamino}pyrimidin-4-yl]benzenesulfonamide). Isolated yield 92.5%. As a reaction SMILES: [C:1]([C:5]1[CH:10]=[CH:9][C:8]([S:11]([NH:14][C:15]2[C:20]([O:21][C:22]3[CH:27]=[CH:26][CH:25]=[C:24]([O:28][CH3:29])[CH:23]=3)=[C:19]([NH:30][CH2:31][CH2:32][OH:33])[N:18]=[CH:17][N:16]=2)(=[O:13])=[O:12])=[CH:7][CH:6]=1)([CH3:4])([CH3:3])[CH3:2].[H-].[Na+].Cl[C:37]1[N:42]=[CH:41][CH:40]=[CH:39][N:38]=1.[Cl-].[NH4+]>CC(N(C)C)=O>[C:1]([C:5]1[CH:10]=[CH:9][C:8]([S:11]([NH:14][C:15]2[C:20]([O:21][C:22]3[CH:27]=[CH:26][CH:25]=[C:24]([O:28][CH3:29])[CH:23]=3)=[C:19]([NH:30][CH2:31][CH2:32][O:33][C:37]3[N:42]=[CH:41][CH:40]=[CH:39][N:38]=3)[N:18]=[CH:17][N:16]=2)(=[O:12])=[O:13])=[CH:7][CH:6]=1)([CH3:4])([CH3:2])[CH3:3] |f:1.2,4.5|. Reported procedure: To a solution of Compound B (116 mg) obtained in Example 19-(1) in dimethylacetamide (2 ml) is added sodium hydride (60% dispersion-type, 33 mg), and thereto is added 2-chloropyrimidine (40 mg). The reaction solution is stirred at room temperature overnight, and the mixture is treated with saturated aqueous ammonium chloride solution, and extracted with ethyl acetate. The ethyl acetate layer is washed, dried, and evaporated to remove the solvent. The residue is purified by silica gel column chro... Reactants: BrB(Br)Br, COc1ccc(C2(C)CC(C)(C)N(C(C)=O)c3ccc(NC(=O)c4ccc(-c5ccccc5)cc4)cc32)cc1, CCOC(C)=O, ClCCl, Cl, [Na+], [OH-]. The product is CC(=O)N1c2ccc(NC(=O)c3ccc(-c4ccccc4)cc3)cc2C(C)(c2ccc(O)cc2)CC1(C)C. As a reaction SMILES: [B:40]([Br:41])([Br:42])[Br:43].[C:1]([CH3:2])(=[O:3])[N:4]1[C:5]([CH3:38])([CH3:39])[CH2:6][C:7]([CH3:29])([c:30]2[cH:31][cH:32][c:33]([O:36][CH3:37])[cH:34][cH:35]2)[c:8]2[cH:9][c:10]([NH:14][C:15]([c:16]3[cH:17][cH:18][c:19](-[c:22]4[cH:23][cH:24][cH:25][cH:26][cH:27]4)[cH:20][cH:21]3)=[O:28])[cH:11][cH:12][c:13]21.[CH3:50][CH2:51][O:52][C:53](=[O:54])[CH3:55].[Cl:47][CH2:48][Cl:49].[ClH:46].[Na+:45].[OH-:44]>>[C:1]([CH3:2])(=[O:3])[N:4]1[C:5]([CH3:38])([CH3:39])[CH2:6][C:7]([CH3:29])([c:30]2[cH:31][cH:32][c:33]([OH:36])[cH:34][cH:35]2)[c:8]2[cH:9][c:10]([NH:14][C:15]([c:16]3[cH:17][cH:18][c:19](-[c:22]4[cH:23][cH:24][cH:25][cH:26][cH:27]4)[cH:20][cH:21]3)=[O:28])[cH:11][cH:12][c:13]21. The reactants are BrC1=CC=C(C=C1)/C(/C=O)=C/N(C)C ((Z)-2-(4-bromophenyl)-3-(dimethylamino)acrylaldehyde), Cl.NC(=N)N (guanidine hydrochloride), C([O-])([O-])=O.[K+].[K+] (potassium carbonate). Solvent: C(C)O (ethanol). Run at temperature 80 celsius. The product is BrC1=CC=C(C=C1)C=1C=NC(=NC1)N (5-(4-bromophenyl)pyrimidin-2-amine). Isolated yield 96.0%. Reaction SMILES: [Br:1][C:2]1[CH:7]=[CH:6][C:5](/[C:8](=[CH:11]/N(C)C)/[CH:9]=O)=[CH:4][CH:3]=1.Cl.[NH2:16][C:17]([NH2:19])=[NH:18].C(=O)([O-])[O-].[K+].[K+]>C(O)C>[Br:1][C:2]1[CH:7]=[CH:6][C:5]([C:8]2[CH:9]=[N:18][C:17]([NH2:19])=[N:16][CH:11]=2)=[CH:4][CH:3]=1 |f:1.2,3.4.5|. Reported procedure: A mixture of (Z)-2-(4-bromophenyl)-3-(dimethylamino)acrylaldehyde (1.27 g, 5 mmol), guanidine hydrochloride (0.525 g, 5.5 mmol) and potassium carbonate (1.38 g, 10 mmol) in ethanol (10 mL) was heated at 80° C. overnight. After cooling, the reaction mixture was filtered, washed with methanol and water, and dried under high vacuum to give the desired product (1.2 g, 96%). LCMS: (M+H)=249.9/251.9. Starting materials: C1CCOC1, Cl, CS(=O)(=O)N(CC(N)=O)c1ccc([N+](=O)[O-])cc1. The product is CS(=O)(=O)N(CCN)c1ccc([N+](=O)[O-])cc1. RXN SMILES: [CH2:20]1[O:21][CH2:22][CH2:23][CH2:24]1.[ClH:19].[NH2:1][C:2](=[O:3])[CH2:4][N:5]([S:6](=[O:7])(=[O:8])[CH3:9])[c:10]1[cH:11][cH:12][c:13]([N+:16](=[O:17])[O-:18])[cH:14][cH:15]1>>[NH2:1][CH2:2][CH2:4][N:5]([S:6](=[O:7])(=[O:8])[CH3:9])[c:10]1[cH:11][cH:12][c:13]([N+:16](=[O:17])[O-:18])[cH:14][cH:15]1. Reactants: Cl (HCl), CC=1N=C(SC1)NC1=NC=CC(=C1)OC1=C(C=CC=C1)O ((2-(4-methylthiazol-2-ylamino)pyridin-4-yloxy)phenol), C([O-])([O-])=O.[K+].[K+] (potassium carbonate), BrCC1=CC=CC=C1 (1-(bromomethyl)benzene). Solvent: CCOCC (ether), CCOCC (ether), CN(C)C=O (DMF), hexanes. The product is C(C1=CC=CC=C1)OC=1C=C(OC2=CC(=NC=C2)NC=2SC=C(N2)C)C=CC1 (N-(4-(3-(benzyloxy)phenoxy)pyridin-2-yl)-4-methylthiazol-2-amine). Yield: 38.4%. Reaction SMILES: [CH3:1][C:2]1[N:3]=[C:4]([NH:7][C:8]2[CH:13]=[C:12]([O:14][C:15]3[CH:20]=[CH:19][CH:18]=[CH:17][C:16]=3O)[CH:11]=[CH:10][N:9]=2)[S:5][CH:6]=1.[C:22](=[O:25])([O-])[O-].[K+].[K+].BrC[C:30]1[CH:35]=[CH:34][CH:33]=[CH:32][CH:31]=1.Cl>CCOCC.CN(C=O)C>[CH2:22]([O:25][C:17]1[CH:16]=[C:15]([CH:20]=[CH:19][CH:18]=1)[O:14][C:12]1[CH:11]=[CH:10][N:9]=[C:8]([NH:7][C:4]2[S:5][CH:6]=[C:2]([CH3:1])[N:3]=2)[CH:13]=1)[C:30]1[CH:35]=[CH:34][CH:33]=[CH:32][CH:31]=1 |f:1.2.3|. Procedure details: A mixture (2-(4-methylthiazol-2-ylamino)pyridin-4-yloxy)phenol (0.150 g, 0.501-mmol), potassium carbonate (0.208 g, 1.50 mmol), 1-(bromomethyl)benzene (0.0857 g, 0.501 mmol), and DMF (2 mL) was stirred overnight at room temperature. The reaction mixture was partitioned between ethyl acetate and water, and the ethyl acetate was washed with water and brine, dried and concentrated. The residue was purified via MPLC (Biotage) eluting with 7:3 hexane:ethyl acetate to afford the free base. The free ba...